Dataset: the Open Reaction Database (ORD), a public repository of structured organic reaction records. Task: describe an organic reaction: reactants, conditions, products, and yield Starting materials: Brc1cccnc1, C=CCC(CCCCOCc1ccccc1)CCC(=O)OC, B1CCCCCCCC1C1CCCCCCCC1, [K+], [K+], [K+], [Na+], C1CCOC1, [OH-], OO, O=P([O-])([O-])[O-]. Product: COC(=O)CCC(CCCCOCc1ccccc1)CCCc1cccnc1. Reaction SMILES: [Br:49][c:50]1[cH:51][n:52][cH:53][cH:54][cH:55]1.[CH2:1]([CH:2]=[CH2:3])[CH:4]([CH2:5][CH2:6][C:7](=[O:8])[O:9][CH3:10])[CH2:11][CH2:12][CH2:13][CH2:14][O:15][CH2:16][c:17]1[cH:18][cH:19][cH:20][cH:21][cH:22]1.[CH:23]1([CH:24]2[CH2:25][CH2:26][CH2:27][CH2:28][CH2:29][CH2:30][CH2:31][CH2:32]2)[BH:33][CH2:34][CH2:35][CH2:36][CH2:37][CH2:38][CH2:39][CH2:40]1.[K+:46].[K+:47].[K+:48].[Na+:57].[O:60]1[CH2:61][CH2:62][CH2:63][CH2:64]1.[OH-:56].[OH:58][OH:59].[P:41]([O-:42])([O-:43])([O-:44])=[O:45]>>[CH2:1]([CH2:2][CH2:3][c:50]1[cH:51][n:52][cH:53][cH:54][cH:55]1)[CH:4]([CH2:5][CH2:6][C:7](=[O:8])[O:9][CH3:10])[CH2:11][CH2:12][CH2:13][CH2:14][O:15][CH2:16][c:17]1[cH:18][cH:19][cH:20][cH:21][cH:22]1. Starting materials: CC1(C(C1C(=O)OC(C#N)C=2C=CC=C(C2)OC=3C=CC=CC3)/C=C(/C(F)(F)F)\Cl)C (Cyhalothrin), C(C)(C)NC(C)C (di-isopropylamine), S(O)(O)(=O)=O (sulphuric acid). The product is CC1([C@H]([C@H]1C(=O)O[C@H](C#N)C=2C=CC=C(C2)OC=3C=CC=CC3)/C=C(/C(F)(F)F)\Cl)C (Gamma-Cyhalothrin). Solvent: C(C)(C)O (isopropanol), O (water), CCCCCC (hexane), O (water), CCCCCC (hexane). Reaction SMILES: [CH3:1][C:2]1([CH3:31])[CH:4]([C:5]([O:7][CH:8]([C:11]2[CH:12]=[CH:13][CH:14]=[C:15]([O:17][C:18]3[CH:19]=[CH:20][CH:21]=[CH:22][CH:23]=3)[CH:16]=2)[C:9]#[N:10])=[O:6])[CH:3]1/[CH:24]=[C:25](\[Cl:30])/[C:26]([F:29])([F:28])[F:27].C(NC(C)C)(C)C.S(=O)(=O)(O)O>C(O)(C)C.CCCCCC.O>[CH3:1][C:2]1([CH3:31])[C@H:4]([C:5]([O:7][C@@H:8]([C:11]2[CH:12]=[CH:13][CH:14]=[C:15]([O:17][C:18]3[CH:19]=[CH:20][CH:21]=[CH:22][CH:23]=3)[CH:16]=2)[C:9]#[N:10])=[O:6])[C@@H:3]1/[CH:24]=[C:25](\[Cl:30])/[C:26]([F:27])([F:29])[F:28]. Run at temperature -5 celsius, time 65 hour. Reported procedure: A 600 ml vacuum jacketed non-baffled split-neck reaction flask was equipped with a dual blade agitator. To the reactor, already containing a slurry of epimerisation mass as seed from a previous experiment (already˜⅔rds full), was charged the 1 R cyhalothrin (II) (166.3 g) in a mixture of isopropanol (99.9 g), water (3.09 g) and di-isopropylamine (5.22 g). The reaction mass was agitated at 100 rpm and −5° C. for 65 hr, before removing 251 g of reaction mass and transferring it to a 1 liter split-... The reactants are [Br-], CS(C)=O, O=S([O-])C1CC1, O=C(O)c1ccc(C(F)(F)F)nc1Cl, [Cu]I, [Mg+2], [Na+], [OH-], O. Product: O=C(O)c1ccc(C(F)(F)F)nc1S(=O)(=O)C1CC1. Reaction SMILES: [Br-:7].[CH3:25][S:26](=[O:27])[CH3:28].[CH:1]1([S:4](=[O:5])[O-:6])[CH2:2][CH2:3]1.[Cl:9][c:10]1[c:11]([C:12](=[O:13])[OH:14])[cH:15][cH:16][c:17]([C:19]([F:20])([F:21])[F:22])[n:18]1.[Cu:29][I:30].[Mg+2:8].[Na+:24].[OH-:23].[OH2:31]>>[CH:1]1([S:4](=[O:5])(=[O:6])[c:10]2[c:11]([C:12](=[O:13])[OH:14])[cH:15][cH:16][c:17]([C:19]([F:20])([F:21])[F:22])[n:18]2)[CH2:2][CH2:3]1. The reactants are C([O-])([O-])=O.[K+].[K+] (Potassium carbonate), CC(CC=1N=C(N(C1)C(C1=CC=CC=C1)(C1=CC=CC=C1)C1=CC=CC=C1)CC(C1=CC=C(C=C1)C1=NC=C(C=C1)F)N(S(=O)(=O)C1=CC=C(C=C1)[N+](=O)[O-])C)(CC)C (N-{2-[4-(2,2-dimethylbutyl)-1-trityl-1H-imidazol-2-yl]-1-[4-(5-fluoropyridin-2-yl)phenyl]ethyl}-N-methyl-4-nitrobenzenesulfonamide), C1(=CC=CC=C1)S (benzenethiol). Solvent: CN(C=O)C (N,N-dimethylformamide). Run at temperature 50 celsius, time 3 hour. Yields the product CC(CC=1N=C(N(C1)C(C1=CC=CC=C1)(C1=CC=CC=C1)C1=CC=CC=C1)CC(NC)C1=CC=C(C=C1)C1=NC=C(C=C1)F)(CC)C (2-[4-(2,2-dimethylbutyl)-1-trityl-1H-imidazol-2-yl]-1-[4-(5-fluoropyridin-2-yl)phenyl]-N-methylethanamine). As a reaction SMILES: C(=O)([O-])[O-].[K+].[K+].[CH3:7][C:8]([CH3:65])([CH2:63][CH3:64])[CH2:9][C:10]1[N:11]=[C:12]([CH2:34][CH:35]([N:49]([CH3:62])S(C2C=CC([N+]([O-])=O)=CC=2)(=O)=O)[C:36]2[CH:41]=[CH:40][C:39]([C:42]3[CH:47]=[CH:46][C:45]([F:48])=[CH:44][N:43]=3)=[CH:38][CH:37]=2)[N:13]([C:15]([C:28]2[CH:33]=[CH:32][CH:31]=[CH:30][CH:29]=2)([C:22]2[CH:27]=[CH:26][CH:25]=[CH:24][CH:23]=2)[C:16]2[CH:21]=[CH:20][CH:19]=[CH:18][CH:17]=2)[CH:14]=1.C1(S)C=CC=CC=1>CN(C)C=O>[CH3:7][C:8]([CH3:65])([CH2:63][CH3:64])[CH2:9][C:10]1[N:11]=[C:12]([CH2:34][CH:35]([C:36]2[CH:37]=[CH:38][C:39]([C:42]3[CH:47]=[CH:46][C:45]([F:48])=[CH:44][N:43]=3)=[CH:40][CH:41]=2)[NH:49][CH3:62])[N:13]([C:15]([C:28]2[CH:33]=[CH:32][CH:31]=[CH:30][CH:29]=2)([C:22]2[CH:27]=[CH:26][CH:25]=[CH:24][CH:23]=2)[C:16]2[CH:17]=[CH:18][CH:19]=[CH:20][CH:21]=2)[CH:14]=1 |f:0.1.2|. Procedure details: Potassium carbonate (1.1 g, 7.7 mmol) was added to an ambient temperature solution of N-{2-[4-(2,2-dimethylbutyl)-1-trityl-1H-imidazol-2-yl]-1-[4-(5-fluoropyridin-2-yl)phenyl]ethyl}-N-methyl-4-nitrobenzenesulfonamide (2.5 g, 3.1 mmol) and benzenethiol (0.64 mL, 6.2 mmol) in N,N-dimethylformamide (20 mL). After stirring at 50° C. for 3 h, then at 70° C. for a further 3 h, the reaction mixture was cooled and partitioned between diethyl ether and saturated aqueous sodium bicarbonate. The organic ph... Reaction SMILES: C(OC([N:8]1[CH2:13][CH2:12][CH:11]([NH:14][C:15]2[N:24]=[C:23]([N:25]3[CH2:30][CH2:29][O:28][CH2:27][CH2:26]3)[C:22]3[C:17](=[CH:18][CH:19]=[C:20]([Cl:31])[CH:21]=3)[N:16]=2)[CH2:10][CH2:9]1)=O)(C)(C)C>C(O)C.Cl.O1CCOCC1>[ClH:31].[ClH:31].[Cl:31][C:20]1[CH:21]=[C:22]2[C:17](=[CH:18][CH:19]=1)[N:16]=[C:15]([NH:14][CH:11]1[CH2:12][CH2:13][NH:8][CH2:9][CH2:10]1)[N:24]=[C:23]2[N:25]1[CH2:30][CH2:29][O:28][CH2:27][CH2:26]1 |f:4.5.6|. The reactants are C(C)(C)(C)OC(=O)N1CCC(CC1)NC1=NC2=CC=C(C=C2C(=N1)N1CCOCC1)Cl (4-(6-chloro-4-morpholin-4-yl-quinazolin-2-ylamino)-piperidine-1-carboxylic acid tert-butyl ester). Procedure: A solution of 4-(6-chloro-4-morpholin-4-yl-quinazolin-2-ylamino)-piperidine-1-carboxylic acid tert-butyl ester (0.6 g, 1.34 mmol) in ethanol (5 mL) and 4 M HCl in dioxane (20 mL) was stirred at rt for 2 h. The solvent was removed under reduced pressure and the crude product used in the consecutive step without further purification assuming quantitative deprotection and formation of the dihydrochloride salt. MS (ISP): 348.4 [M+H]+. The solvent is C(C)O (ethanol), Cl (HCl), O1CCOCC1 (dioxane). Product: Cl.Cl.ClC=1C=C2C(=NC(=NC2=CC1)NC1CCNCC1)N1CCOCC1 ((6-Chloro-4-morpholin-4-yl-quinazolin-2-yl)-piperidin-4-yl-amine dihydrochloride). Starting materials: O=C([O-])[O-], CC[N+](CC)(CC)CC, COC(=O)c1cc(I)c[nH]1, CCOC(C)=O, [Cl-], Cc1ccc(S(=O)(=O)OCCF)cc1, [K+], [K+], CN(C)C=O. Product: COC(=O)c1cc(I)cn1CCF. Reaction SMILES: [C:15](=[O:16])([O-:17])[O-:18].[CH2:43]([N+:44]([CH2:45][CH3:46])([CH2:47][CH3:48])[CH2:49][CH3:50])[CH3:51].[CH3:21][O:22][C:23](=[O:24])[c:25]1[nH:26][cH:27][c:28]([I:30])[cH:29]1.[CH3:31][CH2:32][O:33][C:34]([CH3:35])=[O:36].[Cl-:42].[F:1][CH2:2][CH2:3][O:4][S:5]([c:6]1[cH:7][cH:8][c:9]([CH3:10])[cH:11][cH:12]1)(=[O:13])=[O:14].[K+:19].[K+:20].[O:37]=[CH:38][N:39]([CH3:40])[CH3:41]>>[F:1][CH2:2][CH2:3][n:26]1[c:25]([C:23]([O:22][CH3:21])=[O:24])[cH:29][c:28]([I:30])[cH:27]1. Reactants: CCOC(=O)c1cn2cc(Br)cc(-c3ccccc3)c2n1, CCOC(C)=O, Cc1ccccc1, CCO, CC(C)N(C(=O)OC(C)(C)C)c1ncc(B2OC(C)(C)C(C)(C)O2)s1, [K+], [K+], [K+], O=P([O-])([O-])[O-], c1ccc(P(c2ccccc2)(c2ccccc2)[Pd](P(c2ccccc2)(c2ccccc2)c2ccccc2)(P(c2ccccc2)(c2ccccc2)c2ccccc2)P(c2ccccc2)(c2ccccc2)c2ccccc2)cc1. Yields the product CCOC(=O)c1cn2cc(-c3cnc(N(C(=O)OC(C)(C)C)C(C)C)s3)cc(-c3ccccc3)c2n1. RXN SMILES: [Br:1][c:2]1[cH:3][c:4](-[c:16]2[cH:17][cH:18][cH:19][cH:20][cH:21]2)[c:5]2[n:6]([cH:7]1)[cH:8][c:9]([C:11](=[O:12])[O:13][CH2:14][CH3:15])[n:10]2.[CH3:55][CH2:56][O:57][C:58](=[O:59])[CH3:60].[CH3:61][c:62]1[cH:63][cH:64][cH:65][cH:66][cH:67]1.[CH3:68][CH2:69][OH:70].[CH:22]([CH3:23])([CH3:24])[N:25]([C:26]([O:27][C:28]([CH3:29])([CH3:30])[CH3:31])=[O:32])[c:33]1[s:34][c:35]([B:38]2[O:39][C:40]([CH3:41])([CH3:42])[C:43]([CH3:44])([CH3:45])[O:46]2)[cH:36][n:37]1.[K+:52].[K+:53].[K+:54].[P:47]([O-:48])([O-:49])([O-:50])=[O:51].[cH:71]1[cH:72][cH:73][c:74]([P:75]([Pd:76]([P:77]([c:78]2[cH:79][cH:80][cH:81][cH:82][cH:83]2)([c:84]2[cH:85][cH:86][cH:87][cH:88][cH:89]2)[c:90]2[cH:91][cH:92][cH:93][cH:94][cH:95]2)([P:96]([c:97]2[cH:98][cH:99][cH:100][cH:101][cH:102]2)([c:103]2[cH:104][cH:105][cH:106][cH:107][cH:108]2)[c:109]2[cH:110][cH:111][cH:112][cH:113][cH:114]2)[P:115]([c:116]2[cH:117][cH:118][cH:119][cH:120][cH:121]2)([c:122]2[cH:123][cH:124][cH:125][cH:126][cH:127]2)[c:128]2[cH:129][cH:130][cH:131][cH:132][cH:133]2)([c:134]2[cH:135][cH:136][cH:137][cH:138][cH:139]2)[c:140]2[cH:141][cH:142][cH:143][cH:144][cH:145]2)[cH:146][cH:147]1>>[c:2]1(-[c:35]2[s:34][c:33]([N:25]([CH:22]([CH3:23])[CH3:24])[C:26]([O:27][C:28]([CH3:29])([CH3:30])[CH3:31])=[O:32])[n:37][cH:36]2)[cH:3][c:4](-[c:16]2[cH:17][cH:18][cH:19][cH:20][cH:21]2)[c:5]2[n:6]([cH:7]1)[cH:8][c:9]([C:11](=[O:12])[O:13][CH2:14][CH3:15])[n:10]2. The reactants are CC(C)(C)OC(=O)N1CCn2c(nc3cnc4cc(OCc5ccccc5)ccc4c32)C1, ClC(Cl)Cl, [NH4+], [OH-], O=C(OO)c1cccc(Cl)c1. Yields the product CC(C)(C)OC(=O)N1CCn2c(nc3c(N)nc4cc(OCc5ccccc5)ccc4c32)C1. Reaction SMILES: [CH2:12]([c:13]1[cH:14][cH:15][cH:16][cH:17][cH:18]1)[O:19][c:20]1[cH:21][cH:22][c:23]2[c:24]3[c:25]([cH:26][n:27][c:28]2[cH:29]1)[n:30][c:31]1[n:32]3[CH2:33][CH2:34][N:35]([C:37](=[O:38])[O:39][C:40]([CH3:41])([CH3:42])[CH3:43])[CH2:36]1.[CH:46]([Cl:47])([Cl:48])[Cl:49].[NH4+:44].[OH-:45].[OH:1][O:2][C:3]([c:4]1[cH:5][c:6]([Cl:7])[cH:8][cH:9][cH:10]1)=[O:11]>>[CH2:12]([c:13]1[cH:14][cH:15][cH:16][cH:17][cH:18]1)[O:19][c:20]1[cH:21][cH:22][c:23]2[c:24]3[c:25]([c:26]([NH2:44])[n:27][c:28]2[cH:29]1)[n:30][c:31]1[n:32]3[CH2:33][CH2:34][N:35]([C:37](=[O:38])[O:39][C:40]([CH3:41])([CH3:42])[CH3:43])[CH2:36]1.